Task: describe an organic reaction: reactants, conditions, products, and yield. Dataset: the Open Reaction Database (ORD), a public repository of structured organic reaction records Starting materials: CC(C)(C)[Si](C)(C)Cl, CC(O)Cn1ncc2ccc(OCc3ccccc3)cc21, C1CCOC1, [H-], [I-], [Na+], [Na+], CN(C)C=O. The product is CC(Cn1ncc2ccc(OCc3ccccc3)cc21)O[Si](C)(C)C(C)(C)C. RXN SMILES: [C:24]([CH3:25])([CH3:26])([CH3:27])[Si:28]([CH3:29])([CH3:30])[Cl:31].[CH2:1]([c:2]1[cH:3][cH:4][cH:5][cH:6][cH:7]1)[O:8][c:9]1[cH:10][cH:11][c:12]2[cH:13][n:14][n:15]([CH2:18][CH:19]([CH3:20])[OH:21])[c:16]2[cH:17]1.[CH2:34]1[O:35][CH2:36][CH2:37][CH2:38]1.[H-:22].[I-:32].[Na+:23].[Na+:33].[O:39]=[CH:40][N:41]([CH3:42])[CH3:43]>>[CH2:1]([c:2]1[cH:3][cH:4][cH:5][cH:6][cH:7]1)[O:8][c:9]1[cH:10][cH:11][c:12]2[cH:13][n:14][n:15]([CH2:18][CH:19]([CH3:20])[O:21][Si:28]([C:24]([CH3:25])([CH3:26])[CH3:27])([CH3:29])[CH3:30])[c:16]2[cH:17]1. Reactants: C(=O)(OCC1=CC=CC=C1)N1[C@H](C(=O)O)CC(C1)(C1=CC=CC=C1)O (N-carbobenzyloxy-4-hydroxy-4-phenyl-L-proline), C(=O)(OCC1=CC=CC=C1)N1[C@H](C(=O)O)CC(C1)(C1=CC=CC=C1)O (N-Carbobenzyloxy-4-hydroxy-4-phenyl-L-proline). The reagents and catalysts are [C].[Pd] (palladium carbon). Yields the product OC1(C[C@H](NC1)C(=O)O)C1=CC=CC=C1 (4-hydroxy-4-phenyl-L-proline). Reaction SMILES: C([N:11]1[CH2:18][C:17]([OH:25])([C:19]2[CH:24]=[CH:23][CH:22]=[CH:21][CH:20]=2)[CH2:16][C@H:12]1[C:13]([OH:15])=[O:14])(OCC1C=CC=CC=1)=O>[C].[Pd]>[OH:25][C:17]1([C:19]2[CH:24]=[CH:23][CH:22]=[CH:21][CH:20]=2)[CH2:18][NH:11][C@H:12]([C:13]([OH:15])=[O:14])[CH2:16]1 |f:1.2|. Procedure: A solution of the N-carbobenzyloxy-4-hydroxy-4-phenyl-L-proline from part (a) is treated with a 5% palladium carbon catalyst and hydrogenated according to the procedure of Example 1(b) to yield 4-hydroxy-4-phenyl-L-proline. Starting materials: N1CCC(=CC1)C=1C=C2C=CNC2=CC1 (5-(3,6-dihydro-2H-pyridin-4-yl)-1H-indole), [H][H] (hydrogen). Reagents/catalysts: [Pt]=O (platinum oxide). Solvent: C(C)(=O)O (acetic acid). The product is N1CCC(CC1)C=1C=C2C=CNC2=CC1 (5-(Piperidin-4-yl)-1H-indole). The yield is 37.9%. As a reaction SMILES: [NH:1]1[CH2:6][CH:5]=[C:4]([C:7]2[CH:8]=[C:9]3[C:13](=[CH:14][CH:15]=2)[NH:12][CH:11]=[CH:10]3)[CH2:3][CH2:2]1.[H][H]>[Pt]=O.C(O)(=O)C>[NH:1]1[CH2:6][CH2:5][CH:4]([C:7]2[CH:8]=[C:9]3[C:13](=[CH:14][CH:15]=2)[NH:12][CH:11]=[CH:10]3)[CH2:3][CH2:2]1. Procedure details: A mixture of 5-(3,6-dihydro-2H-pyridin-4-yl)-1H-indole (3.4 g), platinum oxide (0.2 g) and acetic acid (50 mL) was shaken at room temperature for 24 h and under 3 atmospheres of hydrogen. The mixture was filtered, and the solvent was removed in vacuo. The residue was purified by flash chromatography on silicagel (eluent: 4 M ammonia in methanol) to give the title compound (1.3 g). Reactants: C(C)(C)(C)OC1=CC=C(C=C)C=C1 (4-tert-butoxystyrene), ligand, ( 9.93 ), CCCCCC.C(C)O (hexane ethanol), Intermediate 4, C(C)(C)(C=1OC[C@@H](N1)C(C)(C)C)C=1OC[C@@H](N1)C(C)(C)C ((S,S)-2,2′-isopropylidenebis(4-tert-butyl-2-oxazoline)). Product: C(C)OC(=O)[C@H]1[C@@H](C1)C1=CC=C(C=C1)OC(C)(C)C ((1R,2R)-2-(4-tert-Butoxy-phenyl)-cyclopropanecarboxylic acid ethyl ester). RXN SMILES: [C:1]([O:5][C:6]1[CH:13]=[CH:12]C(C=C)=[CH:8][CH:7]=1)([CH3:4])([CH3:3])[CH3:2].[C:14]([C:26]1[O:27][CH2:28][C@H:29]([C:31]([CH3:34])([CH3:33])C)N=1)(C1OC[C@H](C(C)(C)C)N=1)(C)C.CCCCCC.C([OH:43])C>>[CH2:26]([O:27][C:28]([C@@H:29]1[CH2:34][C@H:31]1[C:33]1[CH:12]=[CH:13][C:6]([O:5][C:1]([CH3:4])([CH3:3])[CH3:2])=[CH:7][CH:8]=1)=[O:43])[CH3:14] |f:2.3|. Procedure details: The title compound is prepared from 4-tert-butoxystyrene (4.3 g, 24.4 mmol) in a manner analogous to that described for Intermediate 4, step 1, using (S,S)-2,2′-isopropylidenebis(4-tert-butyl-2-oxazoline) (72 mg, 0.24 mmol) as the ligand (yield 6.4 g). LC (GC METHOD 1): tR=11.47 min; Mass spectrum (EI+): m/z=262 [M]+, e.e. 94% by chiral HPLC. (Column: Daicel Chiralcel OJ-H, 4.6×250 mm, 5 μm Mobile phase: hexane:ethanol 95:5, 1 mL/min, 25° C.) tR=8.94 (9.93) min The reactants are O (water), C[C@H](CCC(=O)O)[C@H]1CC[C@@H]2[C@@]1([C@H](C[C@H]3[C@H]2[C@@H](C[C@H]4[C@@]3(CC[C@H](C4)O)C)O)O)C (Cholic acid), [Si](C)(C)(C(C)(C)C)Cl (t-butyldimethylsilyl chloride), N1C=NC=C1 (imidazole). The solvent is CN(C=O)C (dimethylformamide). Conditions: time 8 hour. Product: [Si](C)(C)(C(C)(C)C)O[C@H]1C[C@H]2C[C@H]([C@H]3[C@@H]4CC[C@H]([C@@H](CCC(=O)O)C)[C@]4([C@H](C[C@@H]3[C@]2(CC1)C)O)C)O (3α-(t-butyldimethylsilyloxy)-7α,12α-dihydroxy-5β-cholan-24-oic acid). Reaction SMILES: [CH3:1][C@@H:2]([C@@H:8]1[C@@:12]2([CH3:29])[C@@H:13]([OH:28])[CH2:14][C@@H:15]3[C@@:20]4([CH3:26])[CH2:21][CH2:22][C@@H:23]([OH:25])[CH2:24][C@H:19]4[CH2:18][C@@H:17]([OH:27])[C@H:16]3[C@@H:11]2[CH2:10][CH2:9]1)[CH2:3][CH2:4][C:5]([OH:7])=[O:6].N1C=CN=C1.[Si:35](Cl)([C:38]([CH3:41])([CH3:40])[CH3:39])([CH3:37])[CH3:36].O>CN(C)C=O>[Si:35]([O:25][C@@H:23]1[CH2:22][CH2:21][C@@:20]2([CH3:26])[C@H:19]([CH2:18][C@@H:17]([OH:27])[C@@H:16]3[C@@H:15]2[CH2:14][C@H:13]([OH:28])[C@@:12]2([CH3:29])[C@H:11]3[CH2:10][CH2:9][C@@H:8]2[C@H:2]([CH3:1])[CH2:3][CH2:4][C:5]([OH:7])=[O:6])[CH2:24]1)([C:38]([CH3:41])([CH3:40])[CH3:39])([CH3:37])[CH3:36]. Procedure details: Cholic acid, 4.08 g, is dissolved in 10 ml of dry dimethylformamide and 3.40 g of imidazole is added, followed by 3.60 g of t-butyldimethylsilyl chloride. The reaction mixture is allowed to stand overnight at room temperature. The reaction mixture is poured into water, filtered and the precipitate is washed with water. This precipitate is dissolved in 30 ml of tetrahydrofuran and 3 ml of water and 2 ml of acetic acid is added. After 6.5 hours, the solvent is evaporated and the residue chromatogr... Starting materials: CCN=C=NCCCN(C)C, CN(C)c1ccncc1, ClCCl, Cl, O=C(O)CN1CCC(c2ccc(F)cc2)(c2ccc(F)cc2)C1=O, CC(CN)(c1ccccc1)c1ccccc1. The product is CC(CNC(=O)CN1CCC(c2ccc(F)cc2)(c2ccc(F)cc2)C1=O)(c1ccccc1)c1ccccc1. As a reaction SMILES: [CH2:42]([N:43]=[C:44]=[N:45][CH2:46][CH2:47][CH2:48][N:49]([CH3:50])[CH3:51])[CH3:52].[CH3:56][N:57]([CH3:58])[c:59]1[cH:60][cH:61][n:62][cH:63][cH:64]1.[Cl:53][CH2:54][Cl:55].[ClH:41].[F:17][c:18]1[cH:19][cH:20][c:21]([C:24]2([c:34]3[cH:35][cH:36][c:37]([F:40])[cH:38][cH:39]3)[C:25](=[O:33])[N:26]([CH2:29][C:30](=[O:31])[OH:32])[CH2:27][CH2:28]2)[cH:22][cH:23]1.[c:1]1([C:7]([CH2:8][NH2:9])([CH3:10])[c:11]2[cH:12][cH:13][cH:14][cH:15][cH:16]2)[cH:2][cH:3][cH:4][cH:5][cH:6]1>>[c:1]1([C:7]([CH2:8][NH:9][C:30]([CH2:29][N:26]2[C:25](=[O:33])[C:24]([c:21]3[cH:20][cH:19][c:18]([F:17])[cH:23][cH:22]3)([c:34]3[cH:35][cH:36][c:37]([F:40])[cH:38][cH:39]3)[CH2:28][CH2:27]2)=[O:32])([CH3:10])[c:11]2[cH:12][cH:13][cH:14][cH:15][cH:16]2)[cH:2][cH:3][cH:4][cH:5][cH:6]1. Reactants: Cl (HCl), C(#N)NC(=NCCS)NCC#C (N-Cyano-N'-propargyl-N"-(2-mercaptoethyl)guanidine), [Na] (sodium), CC=1N=CNC1CCl (4-methyl-5-chloromethylimidazole). Run in C(C)O (ethanol), C(C)O (ethanol), C(C)O (ethanol). Reaction conditions: time 5 minute. The product is C(#N)NC(=NCC#C)NCCSCC1=C(N=CN1)C (N-Cyano-N'-{2-[(4-methyl-5-imidazolyl)methylthio]ethyl}-N"-propargylguanidine). Reaction SMILES: [C:1]([NH:3][C:4]([NH:9][CH2:10][C:11]#[CH:12])=[N:5][CH2:6][CH2:7][SH:8])#[N:2].[Na].[CH3:14][C:15]1[N:16]=[CH:17][NH:18][C:19]=1[CH2:20]Cl.Cl>C(O)C>[C:1]([NH:3][C:4]([NH:5][CH2:6][CH2:7][S:8][CH2:20][C:19]1[NH:18][CH:17]=[N:16][C:15]=1[CH3:14])=[N:9][CH2:10][C:11]#[CH:12])#[N:2] |^1:12|. Procedure: The ethanol solution of the product of step B, above, (about 10 m moles) was added to a solution of 0.46 sodium (0.02 g-atoms) in 10 ml ethanol at 4° C. under nitrogen. After 5 minutes, a solution of 1.67 g (10 m moles) of 4-methyl-5-chloromethylimidazole.HCl in 14 ml ethanol was added and the mixture was stirred at room temperature under nitrogen for 70 minutes. The reaction mixture was filtered through a bed of celite filter aid to remove the inorganic salts and the celite was washed with etha...